This data is from the Open Reaction Database (ORD), a public repository of structured organic reaction records. The task is: describe an organic reaction: reactants, conditions, products, and yield The reactants are C[Si](C)(C)CCOCCl (SEM-Cl), [H-].[Na+] (NaH), C(C)(C)(C)OC(=O)N[C@@H](CC=C)C=1NC(=CN1)C1=C(C=C(C=C1)NC(OC)=O)[N+](=O)[O-] (Methyl (4-(2-((1S)-1-((tert-butoxycarbonyl)amino)but-3-en-1-yl)-1H-imidazol-5-yl)-3-nitrophenyl)carbamate). The solvent is C1CCOC1 (THF), C1CCOC1 (THF). Reaction conditions: temperature 0 celsius, time 30 minute. Product: C(C)(C)(C)OC(=O)N[C@@H](CC=C)C=1N(C=C(N1)C1=C(C=C(C=C1)NC(OC)=O)[N+](=O)[O-])COCC[Si](C)(C)C (Methyl (4-(2-((1S)-1-((tert-butoxycarbonyl)amino)but-3-en-1-yl)-1-((2-(trimethylsilyl)ethoxy)methyl)-1H-imidazol-4-yl)-3-nitrophenyl)carbamate), foam. Isolated yield 36.0%. Reaction SMILES: [H-].[Na+].[C:3]([O:7][C:8]([NH:10][C@H:11]([C:15]1[NH:16][C:17]([C:20]2[CH:25]=[CH:24][C:23]([NH:26][C:27](=[O:30])[O:28][CH3:29])=[CH:22][C:21]=2[N+:31]([O-:33])=[O:32])=[CH:18][N:19]=1)[CH2:12][CH:13]=[CH2:14])=[O:9])([CH3:6])([CH3:5])[CH3:4].[CH3:34][Si:35]([CH2:38][CH2:39][O:40][CH2:41]Cl)([CH3:37])[CH3:36]>C1COCC1>[C:3]([O:7][C:8]([NH:10][C@H:11]([C:15]1[N:19]([CH2:41][O:40][CH2:39][CH2:38][Si:35]([CH3:37])([CH3:36])[CH3:34])[CH:18]=[C:17]([C:20]2[CH:25]=[CH:24][C:23]([NH:26][C:27](=[O:30])[O:28][CH3:29])=[CH:22][C:21]=2[N+:31]([O-:33])=[O:32])[N:16]=1)[CH2:12][CH:13]=[CH2:14])=[O:9])([CH3:4])([CH3:5])[CH3:6] |f:0.1|. Procedure: A flame-dried 25 mL round bottom flask was charged with NaH (0.092 g, 2.295 mmol) and then THF (4.17 mL) was added to give a gray suspension. The suspension was cooled to 0° C. and then a clear, yellow solution of 135B (0.9 g, 2.086 mmol) in THF (4.17 mL) was added dropwise. The reaction mixture was stirred at 0° C. for 30 min and then allowed to warm to rt and stirring was continued at rt for additional 0.5 h. The yellow suspension was again cooled to 0° C. and then SEM-Cl (0.370 mL, 2.086 mmol... Reactants: C(C)(C)(C)C1=CC2=C3C=C(C=CC3=C(N=C2C=C1)Cl)C(C)(C)C (2,9-Di-t-butyl-6-chlorophenanthridine), COC(CN)OC (aminoacetaldehyde dimethylacetal). Run in COCCOCCOC (diglyme). Conditions: time 96 hour. The product is C(C)(C)(C)C1=CC=2C=3C=C(C=CC3C=3N(C2C=C1)C=CN3)C(C)(C)C (7,10-di-tert-butyl-imidazo[1,2-f]phenanthridine). Yield: 55.0%. Reaction SMILES: [C:1]([C:5]1[CH:18]=[CH:17][C:16]2[C:7](=[C:8]3[C:13](=[C:14](Cl)[N:15]=2)[CH:12]=[CH:11][C:10]([C:20]([CH3:23])([CH3:22])[CH3:21])=[CH:9]3)[CH:6]=1)([CH3:4])([CH3:3])[CH3:2].CO[CH:26](OC)[CH2:27][NH2:28]>COCCOCCOC>[C:1]([C:5]1[CH:18]=[CH:17][C:16]2[N:15]3[CH:26]=[CH:27][N:28]=[C:14]3[C:13]3[CH:12]=[CH:11][C:10]([C:20]([CH3:23])([CH3:22])[CH3:21])=[CH:9][C:8]=3[C:7]=2[CH:6]=1)([CH3:4])([CH3:3])[CH3:2]. Procedure: 2,9-Di-t-butyl-6-chlorophenanthridine (3.7 grams, 11.0 mmole) was added to a reaction flask containing aminoacetaldehyde dimethylacetal (2.4 grams, 23 mmole) dissolved into 200 mL of diglyme, heated to reflux and stirred under a nitrogen atmosphere. After 96 hours the reaction was complete as determined by TLC. The reaction mixture was cooled to room temperature and the excess solvent removed by distillation. The residue was taken up into methylene chloride. The solvent was dried over magnesium ... The reactants are C1(=CC=CC=C1)S (Thiophenol), [Na] (sodium), Cl.N1=C(C=CC=C1)CCl (2-picolyl chloride, hydrochloride). The solvent is C(C)O (ethanol). Yields the product Cl.C1(=CC=CC=C1)SCC1=NC=CC=C1 ((phenylthio)methylpyridine, hydrochloride). Reaction SMILES: [C:1]1([SH:7])[CH:6]=[CH:5][CH:4]=[CH:3][CH:2]=1.[Na].Cl.[N:10]1[CH:15]=[CH:14][CH:13]=[CH:12][C:11]=1[CH2:16][Cl:17]>C(O)C>[ClH:17].[C:1]1([S:7][CH2:16][C:11]2[CH:12]=[CH:13][CH:14]=[CH:15][N:10]=2)[CH:6]=[CH:5][CH:4]=[CH:3][CH:2]=1 |f:2.3,5.6,^1:7|. Procedure details: Thiophenol (21 ml) was added to a solution of sodium (4.6 g) in ethanol (100 ml). To the resulting solution was added 2-picolyl chloride, hydrochloride (15 g) and the mixture was heated at reflux for 2 hours. Precipitated sodium chloride was removed by filtration and the solution was acidified with ethereal HCl. The solvent was removed by evaporation and the residue induced to crystallise by trituration with ether. Recrystallisation from ethanol-ether gave 2-((phenylthio)methylpyridine, hydrochl... Starting materials: O=C1C(=COC=C1)OCC(=O)OCC (ethyl 2-(4-oxo-4H-pyran-3-yloxy)acetate). Solvent: Cl (hydrochloric acid). Product: O.O=C1C(=COC=C1)OCC(=O)O (2-(4-oxo-4H-pyran-3-yloxy)acetic acid monohydrate). The yield is 1.9%. RXN SMILES: [O:1]=[C:2]1[CH:7]=[CH:6][O:5][CH:4]=[C:3]1[O:8][CH2:9][C:10]([O:12]CC)=[O:11]>Cl>[OH2:1].[O:1]=[C:2]1[CH:7]=[CH:6][O:5][CH:4]=[C:3]1[O:8][CH2:9][C:10]([OH:12])=[O:11] |f:2.3|. Procedure details: A mixture of ethyl 2-(4-oxo-4H-pyran-3-yloxy)acetate (198 g) in 10% hydrochloric acid (10 ml) was heated at 70° to 75° C. for an hour under stirring. The reaction mixture was cooled and concentrated to the volume of about 5 ml. Precipitated crystals were collected by filtration, washed with water and dried to give crystals (1.8 g) of 2-(4-oxo-4H-pyran-3-yloxy)acetic acid monohydrate, mp 155° to 157° C. Starting materials: Br.CN1C(N(C(C2=CC(=CC=C12)C)=O)C1CCNCC1)=O (1,2,3,4-tetrahydro-1,6-dimethyl-2,4-dioxo-3-(4-piperidinyl)quinazoline hydrobromide), [I-].[K+] (potassium iodide), Br.CN1C(N(C(C2=CC(=CC=C12)C)=O)C1CCNCC1)=O (1,2,3,4-tetrahydro-1,6-dimethyl-2,4-dioxo-3-(4-piperidinyl)quinazoline hydrobromide), ClC1=NN=C(C2=CC(=C(C=C12)OC)OC)Cl (1,4-dichloro-6,7-dimethoxyphthalazine). Yields the product ClC1=NN=C(C2=CC(=C(C=C12)OC)OC)N1CCC(CC1)N1C(N(C2=CC=C(C=C2C1=O)C)C)=O (3-[1-(4-Chloro-6,7-dimethoxy-1-phthalazinyl)-4-piperidinyl]-1,2,3,4-tetrahydro-1,6-dimethyl-2,4-dioxo-quinazoline). The yield is 49.0%. Reaction SMILES: Br.[CH3:2][N:3]1[C:12]2[C:7](=[CH:8][C:9]([CH3:13])=[CH:10][CH:11]=2)[C:6](=[O:14])[N:5]([CH:15]2[CH2:20][CH2:19][NH:18][CH2:17][CH2:16]2)[C:4]1=[O:21].[Cl:22][C:23]1[C:32]2[C:27](=[CH:28][C:29]([O:35][CH3:36])=[C:30]([O:33][CH3:34])[CH:31]=2)[C:26](Cl)=[N:25][N:24]=1.[I-].[K+]>>[Cl:22][C:23]1[C:32]2[C:27](=[CH:28][C:29]([O:35][CH3:36])=[C:30]([O:33][CH3:34])[CH:31]=2)[C:26]([N:18]2[CH2:19][CH2:20][CH:15]([N:5]3[C:6](=[O:14])[C:7]4[C:12](=[CH:11][CH:10]=[C:9]([CH3:13])[CH:8]=4)[N:3]([CH3:2])[C:4]3=[O:21])[CH2:16][CH2:17]2)=[N:25][N:24]=1 |f:0.1,3.4|. Procedure: The procedure similar to that described in Example 15 was repeated, except that 354.0 mg (1.0 mmol) of 1,2,3,4tetrahydro-1,6-dimethyl-2,4-dioxo-3-(4-piperidinyl)-quinazoline hydrobromide (Compound v) obtained in Example 41 was used, 1,4-dichloro-6,7-dimethoxyphthalazine was used in place of 4-chloro-6,7-dimethoxyquinazoline, and a catalytic amount of potassium iodide was added. As a result, 243.7 mg (yield: 49%) of Compound 76 was obtained as white crystals. The reactants are Cl, CCCCc1nc2c(N)nc3cccnc3c2n1CCNC(=O)C(CC(C)C)NC(=O)OC(C)(C)C, [Na+], [OH-]. Yields the product CCCCc1nc2c(N)nc3cccnc3c2n1CCNC(=O)C(N)CC(C)C. Reaction SMILES: [ClH:39].[NH2:1][c:2]1[n:3][c:4]2[cH:5][cH:6][cH:7][n:8][c:9]2[c:10]2[c:11]1[n:12][c:13]([CH2:33][CH2:34][CH2:35][CH3:36])[n:14]2[CH2:15][CH2:16][NH:17][C:18](=[O:19])[CH:20]([CH2:21][CH:22]([CH3:23])[CH3:24])[NH:25][C:26](=[O:27])[O:28][C:29]([CH3:30])([CH3:31])[CH3:32].[Na+:38].[OH-:37]>>[NH2:1][c:2]1[n:3][c:4]2[cH:5][cH:6][cH:7][n:8][c:9]2[c:10]2[c:11]1[n:12][c:13]([CH2:33][CH2:34][CH2:35][CH3:36])[n:14]2[CH2:15][CH2:16][NH:17][C:18](=[O:19])[CH:20]([CH2:21][CH:22]([CH3:23])[CH3:24])[NH2:25]. Starting materials: COC(=O)c1cc(C)cc(-c2ccsc2)c1, CO, [Li+], C1CCOC1, [OH-], O. Product: Cc1cc(C(=O)O)cc(-c2ccsc2)c1. Reaction SMILES: [CH3:1][c:2]1[cH:3][c:4]([C:5](=[O:6])[O:7][CH3:8])[cH:9][c:10](-[c:12]2[cH:13][s:14][cH:15][cH:16]2)[cH:11]1.[CH3:20][OH:21].[Li+:17].[O:22]1[CH2:23][CH2:24][CH2:25][CH2:26]1.[OH-:18].[OH2:19]>>[CH3:1][c:2]1[cH:3][c:4]([C:5](=[O:6])[OH:7])[cH:9][c:10](-[c:12]2[cH:13][s:14][cH:15][cH:16]2)[cH:11]1.